Task: describe an organic reaction: reactants, conditions, products, and yield. Dataset: the Open Reaction Database (ORD), a public repository of structured organic reaction records The reactants are N#Cc1cccc2ccn(CC(=O)O)c12, CO, [H][H]. Yields the product NCc1cccc2ccn(CC(=O)O)c12. RXN SMILES: [C:1](#[N:2])[c:3]1[cH:4][cH:5][cH:6][c:7]2[cH:8][cH:9][n:10]([CH2:12][C:13](=[O:14])[OH:15])[c:11]12.[CH3:18][OH:19].[H:16][H:17]>>[CH2:1]([NH2:2])[c:3]1[cH:4][cH:5][cH:6][c:7]2[cH:8][cH:9][n:10]([CH2:12][C:13](=[O:14])[OH:15])[c:11]12.